Dataset: the Open Reaction Database (ORD), a public repository of structured organic reaction records. Task: describe an organic reaction: reactants, conditions, products, and yield The reactants are [Si](C)(C)(C(C)(C)C)OC[C@H]1CNC[C@@H]1C1=CC=CC=C1 (3-(R)-(t-butyldimethylsilyloxymethyl)-4-(S)-phenylpyrrolidine), OC[C@@H]1CN(C[C@@H]1C1=CC(=CC=C1)F)[C@@H](C(=O)OCC1=CC=C(C=C1)OC)C(C)C (α-(R)-(3-(S)-(hydroxymethyl)-4-(S)-(3-fluorophenyl)pyrrolidin-1-yl)-isopropylacetic acid, para-methoxybenzyl ester), C(C(=O)Cl)(=O)Cl (oxalyl chloride), C(C)(C)N(CC)C(C)C (diisopropylethylamine). The solvent is hexanes, C(C)(=O)OCC (ethyl acetate), C(Cl)Cl (CH2Cl2), CS(=O)C (DMSO). Yields the product C(=O)[C@H]1CN(C[C@@H]1C1=CC(=CC=C1)F)[C@@H](C(=O)OCC1=CC=C(C=C1)OC)C(C)C (α-(R)-(3-(R)-Formyl-4-(S)-(3-fluorophenyl)-pyrrolidin-1-yl)-isopropylacetic acid, para-methoxybenzyl ester). Yield: 94.5%. Reaction SMILES: [OH:1][CH2:2][C@H:3]1[C@@H:7]([C:8]2[CH:13]=[CH:12][CH:11]=[C:10]([F:14])[CH:9]=2)[CH2:6][N:5]([C@H:15]([CH:28]([CH3:30])[CH3:29])[C:16]([O:18][CH2:19][C:20]2[CH:25]=[CH:24][C:23]([O:26][CH3:27])=[CH:22][CH:21]=2)=[O:17])[CH2:4]1.C(Cl)(=O)C(Cl)=O.C(N(C(C)C)CC)(C)C.[Si](OC[C@@H]1[C@@H](C2C=CC=CC=2)CNC1)(C(C)(C)C)(C)C>C(Cl)Cl.C(OCC)(=O)C.CS(C)=O>[CH:2]([C@@H:3]1[C@@H:7]([C:8]2[CH:13]=[CH:12][CH:11]=[C:10]([F:14])[CH:9]=2)[CH2:6][N:5]([C@H:15]([CH:28]([CH3:30])[CH3:29])[C:16]([O:18][CH2:19][C:20]2[CH:25]=[CH:24][C:23]([O:26][CH3:27])=[CH:22][CH:21]=2)=[O:17])[CH2:4]1)=[O:1]. Reported procedure: The title compound was prepared from 3.53 g of α-(R)-(3-(S)-(hydroxymethyl)-4-(S)-(3-fluorophenyl)pyrrolidin-1-yl)-isopropylacetic acid, para-methoxybenzyl ester (from Step C), 0.89 mL of oxalyl chloride, 1.448 mL DMSO, and 5.924 mL of diisopropylethylamine in 150 mL of CH2Cl2 using a procedure analogous to that described for Aldehyde 1, Step C to provide 3.32 g of the title compound as a yellowish viscous oil (94%) after flash chromatography on silica gel eluting with 15˜35% ethyl acetate in he... Starting materials: [Na].FC1=C(NC(S)=C(C(=O)OCC)C(=O)OCC)C=CC(=C1F)F (Diethyl [(2,3,4-trifluoroanilino)(mercapto)methylene]malonate sodium salt), COC1=CC=C(CCl)C=C1 (p-methoxybenzyl chloride). Solvent: CN(C=O)C (N,N-dimethylformamide). Run at time 1 hour. Product: FC1=C(NC(SCC2=CC=C(C=C2)OC)=C(C(=O)OCC)C(=O)OCC)C=CC(=C1F)F (diethyl [(2,3,4-trifluoroanilino)-(p-methoxybenzylthio) methylene]malonate). The yield is 96.0%. Reaction SMILES: [Na].[F:2][C:3]1[C:22]([F:23])=[C:21]([F:24])[CH:20]=[CH:19][C:4]=1[NH:5][C:6](=[C:8]([C:14]([O:16][CH2:17][CH3:18])=[O:15])[C:9]([O:11][CH2:12][CH3:13])=[O:10])[SH:7].[CH3:25][O:26][C:27]1[CH:34]=[CH:33][C:30]([CH2:31]Cl)=[CH:29][CH:28]=1>CN(C)C=O>[F:2][C:3]1[C:22]([F:23])=[C:21]([F:24])[CH:20]=[CH:19][C:4]=1[NH:5][C:6](=[C:8]([C:14]([O:16][CH2:17][CH3:18])=[O:15])[C:9]([O:11][CH2:12][CH3:13])=[O:10])[S:7][CH2:31][C:30]1[CH:33]=[CH:34][C:27]([O:26][CH3:25])=[CH:28][CH:29]=1 |f:0.1,^1:0|. Procedure: Diethyl [(2,3,4-trifluoroanilino)(mercapto)methylene]malonate sodium salt (68.5 g) was dissolved in N,N-dimethylformamide (200 ml) and thereto p-methoxybenzyl chloride (28.9 g) was added dropwise at 3° to 5° C. over a period of 5 minutes. After the reaction mixture was stirred at room temperature for 1 hour and evaporated to dryness under reduced pressure, water was added to the residue and the mixture was extracted with chloroform. After the extract was washed with a NaCl solution and dried ove... The reactants are ClC1=C(CC2=C(N(C=3C2=NC=CC3)C(=O)OCC)C)C=CC(=C1)Cl (ethyl 3-(2,4-dichlorobenzyl)-2-methylpyrrolo[3,2-b]pyridine-1-carboxylate), ClC1=CC(=CC=C1)C(=O)OO (m-chloroperbenzoic acid). Run in C(Cl)(Cl)Cl (chloroform). Reaction conditions: time 8 hour. Product: ClC1=C(CC2=C([N+](C=3C2=NC=CC3)(C(=O)OCC)[O-])C)C=CC(=C1)Cl (Ethyl 3-(2,4-dichlorobenzyl)-2-methylpyrrolo[3,2-b]pyridine-1-carboxylate N-oxide). Isolated yield 99.9%. Reaction SMILES: [Cl:1][C:2]1[CH:23]=[C:22]([Cl:24])[CH:21]=[CH:20][C:3]=1[CH2:4][C:5]1[C:9]2=[N:10][CH:11]=[CH:12][CH:13]=[C:8]2[N:7]([C:14]([O:16][CH2:17][CH3:18])=[O:15])[C:6]=1[CH3:19].ClC1C=CC=C(C(OO)=[O:33])C=1>C(Cl)(Cl)Cl>[Cl:1][C:2]1[CH:23]=[C:22]([Cl:24])[CH:21]=[CH:20][C:3]=1[CH2:4][C:5]1[C:9]2=[N:10][CH:11]=[CH:12][CH:13]=[C:8]2[N+:7]([O-:33])([C:14]([O:16][CH2:17][CH3:18])=[O:15])[C:6]=1[CH3:19]. Reported procedure: To a solution of ethyl 3-(2,4-dichlorobenzyl)-2-methylpyrrolo[3,2-b]pyridine-1-carboxylate (400 mg) in chloroform (6 ml) was added m-chloroperbenzoic acid (462 mg) at room temperature, and the mixture was stirred overnight. The reaction mixture was subjected to flash silica gel chromatography (silica gel, 40 ml, eluted with ethyl acetate and then with ethyl acetate-methanol=10-1), and crystallized from ether to give the objective compound (417 mg) as colorless crystals. Reactants: CCc1cc(Br)ccc1O, CCOCCl, [H-], [Na+], CN(C)C=O, O. Product: CCOCOc1ccc(Br)cc1CC. As a reaction SMILES: [Br:1][c:2]1[cH:3][c:4]([CH2:9][CH3:10])[c:5]([OH:8])[cH:6][cH:7]1.[CH2:13]([CH3:14])[O:15][CH2:16][Cl:17].[H-:11].[Na+:12].[O:19]=[CH:20][N:21]([CH3:22])[CH3:23].[OH2:18]>>[Br:1][c:2]1[cH:3][c:4]([CH2:9][CH3:10])[c:5]([O:8][CH2:16][O:15][CH2:13][CH3:14])[cH:6][cH:7]1. Starting materials: ClC1=C(C=C2C(C(=CN(C2=N1)C1CC1)C(=O)O)=O)F (7-chloro-1-cyclopropyl-6-fluoro-1,4-dihydro-4-oxo-1,8 -naphthyridine-3-carboxylic acid), C(C)(C)(C)OC(=O)NC1CNCC1 (3-t-butoxycarbonylaminopyrrolidine), N12CCCCCC2=NCCC1 (1,8-diazabicyclo[5.4.0]undec-7-ene). Run in C(C)#N (acetonitrile). Run at temperature 60 celsius, time 1 hour. Product: NC1CN(CC1)C=1N(C2=NC=C(C=C2C(C1C(=O)O)=O)F)C1CC1 ((3-Amino-1-pyrrolidinyl]-1-cyclopropyl-6-fluoro-1,4-dihydro-4-oxo-1,8-naphthyridine -3-carboxylic Acid). Yield: 97.8%. RXN SMILES: Cl[C:2]1[N:11]=[C:10]2[C:5]([C:6](=[O:18])[C:7]([C:15]([OH:17])=[O:16])=[CH:8][N:9]2[CH:12]2[CH2:14][CH2:13]2)=[CH:4][C:3]=1[F:19].C(OC([NH:27][CH:28]1[CH2:32][CH2:31][NH:30][CH2:29]1)=O)(C)(C)C.N12CCCN=C1CCCCC2>C(#N)C>[NH2:27][CH:28]1[CH2:32][CH2:31][N:30]([C:8]2[N:9]([CH:12]3[CH2:14][CH2:13]3)[C:10]3[C:5]([C:6](=[O:18])[C:7]=2[C:15]([OH:17])=[O:16])=[CH:4][C:3]([F:19])=[CH:2][N:11]=3)[CH2:29]1. Procedure: A suspension of 5.65 g (20 mmole) of 7-chloro-1-cyclopropyl-6-fluoro-1,4-dihydro-4-oxo-1,8 -naphthyridine-3-carboxylic acid, 4.65 g (25 mmole) of 3-t-butoxycarbonylaminopyrrolidine, 7.9 g (50 mmole) of 1,8-diazabicyclo[5.4.0]undec-7-ene and 150 mL of acetonitrile was stirred at 60° C. for one hour. The solvent was removed in vacuo and the residue was dissolved in 100 mL of trifluoroacetic acid. After stirring at room temperature for one hour, the solvent was removed in vacuo and the residue was ... The reactants are CN(C)CC1=CC=C(S1)C=CC(=O)OCC (ethyl 3-(5-dimethylaminomethyl-2-thienyl)acrylate). Reagents/catalysts: [Pd] (palladium on charcoal). Run in C(C)O (ethanol). Reaction conditions: time 5.5 hour. Yields the product CN(C)CC1=CC=C(S1)CCC(=O)OCC (ethyl 3-(5-dimethylaminomethyl-2-thienyl)-propionate). The yield is 97.9%. RXN SMILES: [CH3:1][N:2]([CH2:4][C:5]1[S:9][C:8]([CH:10]=[CH:11][C:12]([O:14][CH2:15][CH3:16])=[O:13])=[CH:7][CH:6]=1)[CH3:3]>C(O)C.[Pd]>[CH3:1][N:2]([CH2:4][C:5]1[S:9][C:8]([CH2:10][CH2:11][C:12]([O:14][CH2:15][CH3:16])=[O:13])=[CH:7][CH:6]=1)[CH3:3]. Reported procedure: A solution of ethyl 3-(5-dimethylaminomethyl-2-thienyl)acrylate (30.30 g) in ethanol (175 ml) was hydrogenated (initial press. 344 kPa) over a total of 8.5 hr at a temperature of between 55°-60° C. in the presence of 10% palladium on charcoal catalyst (ca. 10 g) used in two portions. The first portion was added to the reaction mixture initially and the second after 5.5 hrs. The catalyst was filtered off over diatomecous earth and washed with ethanol. The filtrate was evaporated at reduced pressu... The reactants are Cl (HCl), IC=1C=C(C=C(C1OC)I)C1=C2C=CC=CC2=CC2=C1C1=C(S2)C=CC=C1 (11-(3,5-diiodo-4-methoxy-phenyl)-benzo[b]naphtho[2,3-d]thiophene), [Cu]C#N (copper (I) cyanide), CN1C(CCC1)=O (1-methyl-2-pyrrolidinone), O (water). Reaction conditions: temperature 150 celsius. The product is C1=CC=CC=2SC3=C(C21)C(=C2C=CC=CC2=C3)C=3C=C(C(=C(C#N)C3)OC)C#N (5-Benzo[b]naphtho[2,3-d]thiophen-11-yl-2-methoxy-isophthalonitrile). Yield: 82.0%. Reaction SMILES: I[C:2]1[CH:3]=[C:4]([C:11]2[C:20]3[C:21]4[CH:27]=[CH:26][CH:25]=[CH:24][C:22]=4[S:23][C:19]=3[CH:18]=[C:17]3[C:12]=2[CH:13]=[CH:14][CH:15]=[CH:16]3)[CH:5]=[C:6](I)[C:7]=1[O:8][CH3:9].[Cu][C:29]#[N:30].O.Cl.[CH3:33][N:34]1CCCC1=O>>[CH:27]1[C:21]2[C:20]3[C:11]([C:4]4[CH:5]=[C:6]([C:29]#[N:30])[C:7]([O:8][CH3:9])=[C:2]([CH:3]=4)[C:33]#[N:34])=[C:12]4[C:17](=[CH:18][C:19]=3[S:23][C:22]=2[CH:24]=[CH:25][CH:26]=1)[CH:16]=[CH:15][CH:14]=[CH:13]4. Procedure: A suspension of 11-(3,5-diiodo-4-methoxy-phenyl)-benzo[b]naphtho[2,3-d]thiophene (4.55 g, 7.68 mmol) and copper (I) cyanide 3.13 g, 38.4 mmol) in 1-methyl-2-pyrrolidinone (18 mL) was heated in an 150° C. oil bath under a dry nitrogen atmosphere. After 1 h the solution was added to water (200 mL) and acidified with 10% aqueous HCl. The solid was filtered and flash chromatographed (silica gel: eluent: methylene chloride) to provide the title compound as a yellow solid (2.47 g, 82%): mp 214-215° C....